Dataset: the Open Reaction Database (ORD), a public repository of structured organic reaction records. Task: describe an organic reaction: reactants, conditions, products, and yield Starting materials: CC(=O)O, CC(C)(C)N(CC1CC=C(F)CC1)C(=O)[O-], Cl. Product: Cl, NCC1CC=C(F)CC1. As a reaction SMILES: [C:18]([OH:19])(=[O:20])[CH3:21].[C:1]([N:5]([C:2](=[O:3])[O-:4])[CH2:9][CH:10]1[CH2:11][CH:12]=[C:13]([F:16])[CH2:14][CH2:15]1)([CH3:6])([CH3:7])[CH3:8].[ClH:17]>>[ClH:17].[NH2:5][CH2:9][CH:10]1[CH2:11][CH:12]=[C:13]([F:16])[CH2:14][CH2:15]1.